describe an organic reaction: reactants, conditions, products, and yield From a dataset of the Open Reaction Database (ORD), a public repository of structured organic reaction records. The reactants are CC[O-].[Na+] (sodium ethylate), OC=C1C(OC2=CC=C(C=C2C1=S)C)C1=CC=CC=C1 (3-hydroxymethylidene-6-methyl-thioflavanone), O (water), C(Cl)(Cl)Cl (chloroform). The solvent is C(C)O (ethanol), C(C)O (ethanol), C(C)(=O)O (acetic acid). Reaction conditions: time 1 day. The product is C(C)OC=C1C(OC2=CC=C(C=C2C1=S)C)C1=CC=CC=C1 (3-ethoxymethylidene-6-methyl-thioflavanone). RXN SMILES: [CH3:1][CH2:2][O-:3].[Na+].O[CH:6]=[C:7]1[C:16](=[S:17])[C:15]2[C:10](=[CH:11][CH:12]=[C:13]([CH3:18])[CH:14]=2)[O:9][CH:8]1[C:19]1[CH:24]=[CH:23][CH:22]=[CH:21][CH:20]=1.O.C(Cl)(Cl)Cl>C(O)C.C(O)(=O)C>[CH2:2]([O:3][CH:6]=[C:7]1[C:16](=[S:17])[C:15]2[C:10](=[CH:11][CH:12]=[C:13]([CH3:18])[CH:14]=2)[O:9][CH:8]1[C:19]1[CH:24]=[CH:23][CH:22]=[CH:21][CH:20]=1)[CH3:1] |f:0.1|. Procedure details: A solution of 5.5 g sodium ethylate in 40 ml absolute ethanol is added to a suspension of 29.5 g 3-hydroxymethylidene-6-methyl-thioflavanone in 400 ml absolute ethanol. After stirring for one day at room temperature the suspension is poured into a mixture of water and chloroform containing acetic acid. The organic layer is separated and the aqueous layer is extracted with chloroform. The combined organic extracts are washed with water, dried over magnesium sulfate, filtered and evaporated. The r... Procedure details: By the procedure of Example 4, 6.13 g (60 mmol) of n-propyl urea was reacted with 10.9 g (50 mmol) of ethyl 2-chloro-4,4,4-trifluoroacetoacetate at 140°-150° C. for 18 hours. The product was separated and then recrystallized from n-heptane to yield 2.3 g of a yellow powder product (m.p.=33°-34° C.) identified in Table I. Yields the product C(CC)NC=1OC(=C(N1)C(F)(F)F)C(=O)OCC (Ethyl 2-(propylamino)-4-(trifluoromethyl)-5-oxazolecarboxylate). Isolated yield 17.3%. Reactants: C(CC)NC(=O)N (n-propyl urea), ClC(C(=O)OCC)C(=O)C(F)(F)F (ethyl 2-chloro-4,4,4-trifluoroacetoacetate). RXN SMILES: [CH2:1]([NH:4][C:5]([NH2:7])=[O:6])[CH2:2][CH3:3].Cl[CH:9]([C:15]([C:17]([F:20])([F:19])[F:18])=O)[C:10]([O:12][CH2:13][CH3:14])=[O:11]>>[CH2:1]([NH:4][C:5]1[O:6][C:9]([C:10]([O:12][CH2:13][CH3:14])=[O:11])=[C:15]([C:17]([F:18])([F:20])[F:19])[N:7]=1)[CH2:2][CH3:3]. Starting materials: FC1(OC2=C(O1)C=CC(=C2)C=O)F (2,2-difluoro-5-formyl-1,3-benzodioxole), C(CCC)N (n-butylamine). Solvent: C(Cl)Cl (methylene chloride). Reaction conditions: time 20 hour. Yields the product C(CCC)N=CC1=CC2=C(OC(O2)(F)F)C=C1 (5-(Butyliminomethyl)-2,2-difluoro-1,3-benzodioxole). RXN SMILES: [F:1][C:2]1([F:13])[O:6][C:5]2[CH:7]=[CH:8][C:9]([CH:11]=O)=[CH:10][C:4]=2[O:3]1.[CH2:14]([NH2:18])[CH2:15][CH2:16][CH3:17]>C(Cl)Cl>[CH2:14]([N:18]=[CH:11][C:9]1[CH:8]=[CH:7][C:5]2[O:6][C:2]([F:13])([F:1])[O:3][C:4]=2[CH:10]=1)[CH2:15][CH2:16][CH3:17]. Procedure details: 0.10 mol of 2,2-difluoro-5-formyl-1,3-benzodioxole are dissolved in 150 ml of methylene chloride, and 0.12 mol of n-butylamine is added at room temperature, with gentle cooling. The mixture is left to stand at room temperature for 20 hours, without stirring, the solvent is distilled off, together with the water which has separated out, under a slight vacuum, a further 150 ml of methylene chloride are added and are distilled off and the oil which remains is dried under an oil pump vacuum. The but... Starting materials: BrCc1ccccc1, O=C([O-])[O-], CCOC(C)=O, [Cs+], [Cs+], CN(C)C=O, O, O=C(O)c1ccccc1C(=O)c1ccc(O)c([N+](=O)[O-])c1, O=C(O)CC(O)(CC(=O)O)C(=O)O. The product is O=C(OCc1ccccc1)c1ccccc1C(=O)c1ccc(O)c([N+](=O)[O-])c1. As a reaction SMILES: [Br:28][CH2:29][c:30]1[cH:31][cH:32][cH:33][cH:34][cH:35]1.[C:22](=[O:23])([O-:24])[O-:25].[CH3:54][CH2:55][O:56][C:57](=[O:58])[CH3:59].[Cs+:26].[Cs+:27].[O:49]=[CH:50][N:51]([CH3:52])[CH3:53].[OH2:60].[OH:1][c:2]1[c:3]([N+:19](=[O:20])[O-:21])[cH:4][c:5]([C:8](=[O:9])[c:10]2[c:11]([C:12](=[O:13])[OH:14])[cH:15][cH:16][cH:17][cH:18]2)[cH:6][cH:7]1.[OH:36][C:37]([CH2:38][C:39]([C:40](=[O:41])[OH:42])([CH2:43][C:44](=[O:45])[OH:46])[OH:47])=[O:48]>>[OH:1][c:2]1[c:3]([N+:19](=[O:20])[O-:21])[cH:4][c:5]([C:8](=[O:9])[c:10]2[c:11]([C:12](=[O:13])[O:14][CH2:29][c:30]3[cH:31][cH:32][cH:33][cH:34][cH:35]3)[cH:15][cH:16][cH:17][cH:18]2)[cH:6][cH:7]1. The reactants are CI, CCOC(C)=O, COc1ccc(CC(=O)c2cnc(C)cn2)c(Cl)c1, [H-], [Na+], CN(C)C=O. Yields the product COc1ccc(C(C)C(=O)c2cnc(C)cn2)c(Cl)c1. Reaction SMILES: [CH3:22][I:23].[CH3:29][CH2:30][O:31][C:32](=[O:33])[CH3:34].[Cl:1][c:2]1[c:3]([CH2:10][C:11](=[O:12])[c:13]2[n:14][cH:15][c:16]([CH3:19])[n:17][cH:18]2)[cH:4][cH:5][c:6]([O:8][CH3:9])[cH:7]1.[H-:21].[Na+:20].[O:24]=[CH:25][N:26]([CH3:27])[CH3:28]>>[Cl:1][c:2]1[c:3]([CH:10]([C:11](=[O:12])[c:13]2[n:14][cH:15][c:16]([CH3:19])[n:17][cH:18]2)[CH3:22])[cH:4][cH:5][c:6]([O:8][CH3:9])[cH:7]1.